describe an organic reaction: reactants, conditions, products, and yield From a dataset of the Open Reaction Database (ORD), a public repository of structured organic reaction records. Starting materials: ClC1=CC=C(C=C1)[C@H]1N[C@H](CC2=CC=CC=C12)C ((1R,3S)-1-(4-chlorophenyl)-3-methyl-1,2,3,4-tetrahydroisoquinoline), N(=C=O)C1=CC=C(C#N)C=C1 (4-isocyanatobenzonitrile). Solvent: C(Cl)Cl (CH2Cl2). Conditions: time 5 hour. Yields the product ClC1=CC=C(C=C1)[C@H]1N([C@H](CC2=CC=CC=C12)C)C(=O)NC1=CC=C(C=C1)C#N ((1R,3S)-1-(4-chlorophenyl)-N-(4-cyanophenyl)-3-methyl-3,4-dihydroisoquinoline-2(1H)-carboxamide). As a reaction SMILES: [Cl:1][C:2]1[CH:7]=[CH:6][C:5]([C@@H:8]2[C:17]3[C:12](=[CH:13][CH:14]=[CH:15][CH:16]=3)[CH2:11][C@H:10]([CH3:18])[NH:9]2)=[CH:4][CH:3]=1.[N:19]([C:22]1[CH:29]=[CH:28][C:25]([C:26]#[N:27])=[CH:24][CH:23]=1)=[C:20]=[O:21]>C(Cl)Cl>[Cl:1][C:2]1[CH:7]=[CH:6][C:5]([C@@H:8]2[C:17]3[C:12](=[CH:13][CH:14]=[CH:15][CH:16]=3)[CH2:11][C@H:10]([CH3:18])[N:9]2[C:20]([NH:19][C:22]2[CH:29]=[CH:28][C:25]([C:26]#[N:27])=[CH:24][CH:23]=2)=[O:21])=[CH:4][CH:3]=1. Reported procedure: To a solution of (1R,3S)-1-(4-chlorophenyl)-3-methyl-1,2,3,4-tetrahydroisoquinoline (50 mg, 194 μmol, example 80, step 2) in CH2Cl2 (1.0 mL) at RT was added 4-isocyanatobenzonitrile (42 mg, 291 μmol). The reaction was stirred 5 h and directly purified by reverse phase HPLC to give (1R,3S)-1-(4-chlorophenyl)-N-(4-cyanophenyl)-3-methyl-3,4-dihydroisoquinoline-2(1H)-carboxamide as a white solid. MS (ESI pos. ion) m/z: 402 (M+1). The reactants are O=C1NC2=C(OC1)C=CC(=N2)C=O (3-oxo-3,4-dihydro-2H-pyrido[3,2-b][1,4]oxazine-6-carbaldehyde), C(C)(=O)O[BH-](OC(C)=O)OC(C)=O.[Na+] (sodium triacetoxy borohydride), FC(C(=O)O)(F)F.COC1=CC2=C(COC(N2CCCN2CCNCC2)=O)C=C1 (7-Methoxy-1-(3-piperazin-1-ylpropyl)-1,4-dihydro-2H-3,1-benzoxazin-2-one trifluoroacetate), FC(C(=O)O)(F)F.COC1=CC2=C(COC(N2CCCN2CCNCC2)=O)C=C1 (7-Methoxy-1-(3-piperazin-1-ylpropyl)-1,4-dihydro-2H-3,1-benzoxazin-2-one trifluoroacetate), C(C)(C)N(C(C)C)CC (N,N-diisopropylethylamine). The solvent is ClCCl.CO (dichloromethane methanol). The product is COC1=CC2=C(COC(N2CCCN2CCN(CC2)CC=2C=CC=3OCC(NC3N2)=O)=O)C=C1 (6-({4-[3-(7-Methoxy-2-oxo-2H-3,1-benzoxazin-1(4H)-yl)propyl]piperazin-1-yl}methyl)-2H-pyrido[3,2-b][1,4]oxazin-3(4H)-one). Reaction SMILES: FC(F)(F)C(O)=O.[CH3:8][O:9][C:10]1[CH:29]=[CH:28][C:13]2[CH2:14][O:15][C:16](=[O:27])[N:17]([CH2:18][CH2:19][CH2:20][N:21]3[CH2:26][CH2:25][NH:24][CH2:23][CH2:22]3)[C:12]=2[CH:11]=1.C(N(CC)C(C)C)(C)C.[O:39]=[C:40]1[CH2:45][O:44][C:43]2[CH:46]=[CH:47][C:48]([CH:50]=O)=[N:49][C:42]=2[NH:41]1.C(O[BH-](OC(=O)C)OC(=O)C)(=O)C.[Na+]>ClCCl.CO>[CH3:8][O:9][C:10]1[CH:29]=[CH:28][C:13]2[CH2:14][O:15][C:16](=[O:27])[N:17]([CH2:18][CH2:19][CH2:20][N:21]3[CH2:26][CH2:25][N:24]([CH2:50][C:48]4[CH:47]=[CH:46][C:43]5[O:44][CH2:45][C:40](=[O:39])[NH:41][C:42]=5[N:49]=4)[CH2:23][CH2:22]3)[C:12]=2[CH:11]=1 |f:0.1,4.5,6.7|. Reported procedure: 7-Methoxy-1-(3-piperazin-1-ylpropyl)-1,4-dihydro-2H-3,1-benzoxazin-2-one trifluoroacetate (Intermediate 118, crude, 886 mg, 1.66 mmol) was converted to the free base with N,N-diisopropylethylamine and reacted with 3-oxo-3,4-dihydro-2H-pyrido[3,2-b][1,4]oxazine-6-carbaldehyde (WO 2004/058144) (220 mg, 1.23 mmol) and sodium triacetoxy borohydride (521 mg, 2.46 mmol) as described for Example 55 to give the free base of the product as a pink foam after chromatography on silica gel with dichlorometha...